describe an organic reaction: reactants, conditions, products, and yield From a dataset of the Open Reaction Database (ORD), a public repository of structured organic reaction records. The reactants are C1(CC1)C=1C(=NC(=C(N1)C1=C(C=C(C=C1)Cl)Cl)C1CC1)N[C@H]1[C@@H](CC2=CC=CC=C12)N ((1R,2R)-N1-[3,6-dicyclopropyl-5-(2,4-dichlorophenyl)pyrazin-2-yl]-2,3-dihydro-1H-indene-1,2-diamine), COCC=O (methoxyacetaldehye), [BH3-]C#N.[Na+] (NaBH3CN). The reagents and catalysts are C(C)(=O)O (acetic acid). Run in CO (MeOH), C(=O)(O)[O-].[Na+] (NaHCO3). Run at time 8 hour. Yields the product C1(CC1)C=1C(=NC(=C(N1)C1=C(C=C(C=C1)Cl)Cl)C1CC1)N[C@H]1[C@@H](CC2=CC=CC=C12)NCCOC ((1R,2R)-N1-[3,6-dicyclopropyl-5-(2,4-dichlorophenyl)pyrazin-2-yl]-N2-(2-methoxyethyl)-2,3-dihydro-1H-indene-1,2-diamine). The yield is 98.1%. As a reaction SMILES: [CH:1]1([C:4]2[C:5]([NH:21][C@@H:22]3[C:30]4[C:25](=[CH:26][CH:27]=[CH:28][CH:29]=4)[CH2:24][C@H:23]3[NH2:31])=[N:6][C:7]([CH:18]3[CH2:20][CH2:19]3)=[C:8]([C:10]3[CH:15]=[CH:14][C:13]([Cl:16])=[CH:12][C:11]=3[Cl:17])[N:9]=2)[CH2:3][CH2:2]1.[CH3:32][O:33][CH2:34][CH:35]=O.[BH3-]C#N.[Na+]>CO.C(O)(=O)C.C([O-])(O)=O.[Na+]>[CH:1]1([C:4]2[C:5]([NH:21][C@@H:22]3[C:30]4[C:25](=[CH:26][CH:27]=[CH:28][CH:29]=4)[CH2:24][C@H:23]3[NH:31][CH2:35][CH2:34][O:33][CH3:32])=[N:6][C:7]([CH:18]3[CH2:19][CH2:20]3)=[C:8]([C:10]3[CH:15]=[CH:14][C:13]([Cl:16])=[CH:12][C:11]=3[Cl:17])[N:9]=2)[CH2:2][CH2:3]1 |f:2.3,6.7|. Reported procedure: To a solution of (1R,2R)-N1-[3,6-dicyclopropyl-5-(2,4-dichlorophenyl)pyrazin-2-yl]-2,3-dihydro-1H-indene-1,2-diamine (0.10 g, 0.22 mmol) in MeOH (2 mL) containing acetic acid (2 drops) and methoxyacetaldehye (49 mg, 0.66 mmol) was added NaBH3CN (1 M solution in THF, 0.8 mL, 0.8 mmol). The mixture was stirred at rt overnight. Dilute with sat. aq. NaHCO3 and extract ED with EtOAc (3×30 mL). The combined organic extracts were dried over MgSO4, filtered and concentrated to afford an oil that was pur... Reactants: N1(CCCC1)CCOC1=CC=C(C=C1)N(C(=O)C1CCCCC1)CC1=CC=C(C=C1)OC1OCCCC1 (cyclohexanecarboxylic acid [4-(2-pyrrolidin-1-yl-ethoxy)-phenyl]-[4-(tetrahydro-pyran-2-yloxy)-benzyl]-amide), C1(=CC=C(C=C1)S(=O)(=O)[O-])C.[NH+]1=CC=CC=C1 (pyridinium p-toluenesulfonate), Cl (HCl). The solvent is C(C)O (ethanol). Reaction conditions: time 24 hour. Yields the product OC1=CC=C(CN(C(=O)C2CCCCC2)C2=CC=C(C=C2)OCCN2CCCC2)C=C1 (Cyclohexanecarboxylic acid (4-hydroxy-benzyl)-[4-(2-pyrrolidin-1-yl-ethoxy)-phenyl]-amide). Isolated yield 84.7%. Reaction SMILES: [N:1]1([CH2:6][CH2:7][O:8][C:9]2[CH:14]=[CH:13][C:12]([N:15]([CH2:24][C:25]3[CH:30]=[CH:29][C:28]([O:31]C4CCCCO4)=[CH:27][CH:26]=3)[C:16]([CH:18]3[CH2:23][CH2:22][CH2:21][CH2:20][CH2:19]3)=[O:17])=[CH:11][CH:10]=2)[CH2:5][CH2:4][CH2:3][CH2:2]1.C1(C)C=CC(S([O-])(=O)=O)=CC=1.[NH+]1C=CC=CC=1.Cl>C(O)C>[OH:31][C:28]1[CH:27]=[CH:26][C:25]([CH2:24][N:15]([C:12]2[CH:13]=[CH:14][C:9]([O:8][CH2:7][CH2:6][N:1]3[CH2:5][CH2:4][CH2:3][CH2:2]3)=[CH:10][CH:11]=2)[C:16]([CH:18]2[CH2:23][CH2:22][CH2:21][CH2:20][CH2:19]2)=[O:17])=[CH:30][CH:29]=1 |f:1.2|. Procedure details: A mixture of cyclohexanecarboxylic acid [4-(2-pyrrolidin-1-yl-ethoxy)-phenyl]-[4-(tetrahydro-pyran-2-yloxy)-benzyl]-amide (1.64 g, 3.24 mmol), pyridinium p-toluenesulfonate (85 mg, 0.32 mmmol) and ethanol (30 mL) was stirred at room temperature for 24 hr. Aqueous 1N HCl (10 mL) was added and the reaction was stirred for 3–4 hr. The reaction mixture was concentrated to 1/3 the volume and saturated aqueous sodium bicarbonate was added. The aqueous solution was washed with methylene chloride and th...